This data is from the Open Reaction Database (ORD), a public repository of structured organic reaction records. The task is: describe an organic reaction: reactants, conditions, products, and yield The reactants are ClC=1C=C(C(=O)OO)C=CC1 (3-Chloroperoxybenzoic acid), ClC1=CC=C(C=C1)N1N=C2C3=C(CCC2CC1)N=CC=C3 (2-(4-Chlorophenyl)-2,3,4,4a,5,6-hexahydropyrido[2,3-h]cinnoline). Solvent: ClCCl (dichloromethane), ClCCl (dichloromethane). Yields the product ClC1=CC=C(C=C1)N1N=C2C3=C(CCC2CC1)[N+](=CC=C3)[O-] (2-(4-Chlorophenyl)-2,3,4,4a,5,6-hexahydro-7-oxidopyrido[2,3-h]cinnoline). Yield: 64.5%. Reaction SMILES: ClC1C=C(C=CC=1)C(OO)=[O:6].[Cl:12][C:13]1[CH:18]=[CH:17][C:16]([N:19]2[CH2:28][CH2:27][CH:26]3[C:21]([C:22]4[CH:32]=[CH:31][CH:30]=[N:29][C:23]=4[CH2:24][CH2:25]3)=[N:20]2)=[CH:15][CH:14]=1>ClCCl>[Cl:12][C:13]1[CH:14]=[CH:15][C:16]([N:19]2[CH2:28][CH2:27][CH:26]3[C:21]([C:22]4[CH:32]=[CH:31][CH:30]=[N+:29]([O-:6])[C:23]=4[CH2:24][CH2:25]3)=[N:20]2)=[CH:17][CH:18]=1. Reported procedure: 3-Chloroperoxybenzoic acid (60%) (35 mg) was added to a solution of 2-(4-Chlorophenyl)-2,3,4,4a,5,6-hexahydropyrido[2,3-h]cinnoline (example 16, 25 mg) in dichloromethane (5 ml) at 25° C. After 4 hours the reaction was diluted with dichloromethane and sequentially washed with an aqueous solution of sodium metabisulfite, saturated sodium bicarbonate solution, brine, dried and evaporated. Purification by chromatography, eluting with ethyl acetate/methanol (4:1) afforded the title compound (17 mg).